Dataset: the Open Reaction Database (ORD), a public repository of structured organic reaction records. Task: describe an organic reaction: reactants, conditions, products, and yield Starting materials: O=C([O-])[O-], CCCCCCCCCCCCCCOc1ccc(C(=O)O)s1, CCI, CN(C)C=O, [K+], [K+], O. Product: CCCCCCCCCCCCCCOc1ccc(C(=O)OCC)s1. RXN SMILES: [C:24](=[O:25])([O-:26])[O-:27].[CH2:1]([CH2:2][CH2:3][CH2:4][CH2:5][CH2:6][CH2:7][CH2:8][CH2:9][CH2:10][CH2:11][CH2:12][CH2:13][CH3:14])[O:15][c:16]1[cH:17][cH:18][c:19]([C:21](=[O:22])[OH:23])[s:20]1.[CH2:35]([CH3:36])[I:37].[CH3:30][N:31]([CH3:32])[CH:33]=[O:34].[K+:28].[K+:29].[OH2:38]>>[CH2:1]([CH2:2][CH2:3][CH2:4][CH2:5][CH2:6][CH2:7][CH2:8][CH2:9][CH2:10][CH2:11][CH2:12][CH2:13][CH3:14])[O:15][c:16]1[cH:17][cH:18][c:19]([C:21]([O:22][CH2:35][CH3:36])=[O:23])[s:20]1. Starting materials: COC(=O)c1ccc(CNC=O)nc1Cl, Cc1ccccc1, CC(C)Oc1cccc(OC(C)C)c1-c1ccccc1P(C1CCCCC1)C1CCCCC1, CSc1ccc(N)c(F)c1, [K+], [K+], [K+], O=C(C=Cc1ccccc1)C=Cc1ccccc1, O=C(C=Cc1ccccc1)C=Cc1ccccc1, O=C(C=Cc1ccccc1)C=Cc1ccccc1, O=P([O-])([O-])[O-], [Pd], [Pd]. Yields the product COC(=O)c1ccc(CNC=O)nc1Nc1ccc(SC)cc1F. Reaction SMILES: [CH3:1][O:2][C:3]([c:4]1[c:5]([Cl:14])[n:6][c:7]([CH2:10][NH:11][CH:12]=[O:13])[cH:8][cH:9]1)=[O:15].[CH3:67][c:68]1[cH:69][cH:70][cH:71][cH:72][cH:73]1.[CH:34]1([P:35]([CH:36]2[CH2:37][CH2:38][CH2:39][CH2:40][CH2:41]2)[c:42]2[cH:43][cH:44][cH:45][cH:46][c:47]2-[c:48]2[c:49]([O:50][CH:51]([CH3:52])[CH3:53])[cH:54][cH:55][cH:56][c:57]2[O:58][CH:59]([CH3:60])[CH3:61])[CH2:62][CH2:63][CH2:64][CH2:65][CH2:66]1.[F:24][c:25]1[c:26]([NH2:33])[cH:27][cH:28][c:29]([S:31][CH3:32])[cH:30]1.[K+:21].[K+:22].[K+:23].[O:112]=[C:113]([CH:114]=[CH:115][c:116]1[cH:117][cH:118][cH:119][cH:120][cH:121]1)[CH:122]=[CH:123][c:124]1[cH:125][cH:126][cH:127][cH:128][cH:129]1.[O:76]=[C:77]([CH:78]=[CH:79][c:80]1[cH:81][cH:82][cH:83][cH:84][cH:85]1)[CH:86]=[CH:87][c:88]1[cH:89][cH:90][cH:91][cH:92][cH:93]1.[O:94]=[C:95]([CH:96]=[CH:97][c:98]1[cH:99][cH:100][cH:101][cH:102][cH:103]1)[CH:104]=[CH:105][c:106]1[cH:107][cH:108][cH:109][cH:110][cH:111]1.[P:16]([O-:17])([O-:18])([O-:19])=[O:20].[Pd:74].[Pd:75]>>[CH3:1][O:2][C:3]([c:4]1[c:5]([NH:33][c:26]2[c:25]([F:24])[cH:30][c:29]([S:31][CH3:32])[cH:28][cH:27]2)[n:6][c:7]([CH2:10][NH:11][CH:12]=[O:13])[cH:8][cH:9]1)=[O:15]. Reactants: O=C1C(CC2=CC(=C(C(=C12)Cl)Cl)OCC(=O)O)(C)C1=CC=C(C=C1)CNC(CCl)=O ({1-Oxo-2-[4-(2-chloroacetamidomethyl)phenyl]-2-methyl-6,7-dichloro-5-indanyloxy}acetic acid), Cl (hydrochloric acid), C(C)O (ethanol). Conditions: temperature 5 celsius. Yields the product Cl.C(C)OC(COC=1C=C2CC(C(C2=C(C1Cl)Cl)=O)(C)C1=CC=C(C=C1)CN)=O (Ethyl[1-oxo-2-(4-aminomethylphenyl)-2-methyl-6,7-dichloro-5-indanyloxy]acetate hydrochloride). Reaction SMILES: [O:1]=[C:2]1[C:10]2[C:5](=[CH:6][C:7]([O:13][CH2:14][C:15]([OH:17])=O)=[C:8]([Cl:12])[C:9]=2[Cl:11])[CH2:4][C:3]1([C:19]1[CH:24]=[CH:23][C:22]([CH2:25][NH:26]C(=O)CCl)=[CH:21][CH:20]=1)[CH3:18].Cl.[CH2:32]([OH:34])[CH3:33]>>[ClH:11].[CH2:32]([O:34][C:15](=[O:17])[CH2:14][O:13][C:7]1[CH:6]=[C:5]2[C:10](=[C:9]([Cl:11])[C:8]=1[Cl:12])[C:2](=[O:1])[C:3]([C:19]1[CH:20]=[CH:21][C:22]([CH2:25][NH2:26])=[CH:23][CH:24]=1)([CH3:18])[CH2:4]2)[CH3:33] |f:3.4|. Reported procedure: {1-Oxo-2-[4-(2-chloroacetamidomethyl)phenyl]-2-methyl-6,7-dichloro-5-indanyloxy}acetic acid (2.0 g., 0.004 mole), absolute ethanol (20 ml.) and 12N hydrochloric acid (7 ml.) are combined and heated at reflux for 3 hours. On cooling to 5° C. 1.14 g. of ethyl[1-oxo-2-(4-aminomethylphenyl)-2-methyl-6,7-dichloro-5-indanyloxy]acetate hydrochloride precipitates and melts at 211°-213° C. after crystallization from ethanol.